This data is from the Open Reaction Database (ORD), a public repository of structured organic reaction records. The task is: describe an organic reaction: reactants, conditions, products, and yield The reactants are C(C)OC([C@H](CC1=CC=C(C=C1)OCC(=O)O)OC)=O ((2S)-3-(4-carboxymethoxy-phenyl)-2-methoxy-propionic acid ethyl ester), C1(=CC=CC2=CC=CC=C12)CN (C-naphthalen-1-yl-methylamine), C(C)O[C@H](C(=O)O)CC1=CC=C(C=C1)O[C@H](C)C(NCCC1=CC=C(C=C1)OC1=CC=CC=C1)=O ((2S,1R)-2-ethoxy-3-(4-{1-[2-(4-phenoxy-phenyl)-ethylcarbamoyl]-ethoxy}-phenyl)-propionic acid). Yields the product CO[C@H](C(=O)O)CC1=CC=C(C=C1)OCC(NCC1=CC=CC2=CC=CC=C12)=O ((2S)-2-methoxy-3-(4-{[(naphthalen-1-ylmethyl)-carbamoyl]-methoxy}-phenyl)-propionic acid). As a reaction SMILES: C([O:3][C:4](=[O:20])[C@@H:5]([O:18][CH3:19])[CH2:6][C:7]1[CH:12]=[CH:11][C:10]([O:13][CH2:14][C:15]([OH:17])=O)=[CH:9][CH:8]=1)C.[C:21]1([CH2:31][NH2:32])[C:30]2[C:25](=[CH:26][CH:27]=[CH:28][CH:29]=2)[CH:24]=[CH:23][CH:22]=1.C(O[C@@H](CC1C=CC(O[C@@H](C(=O)NCCC2C=CC(OC3C=CC=CC=3)=CC=2)C)=CC=1)C(O)=O)C>>[CH3:19][O:18][C@@H:5]([CH2:6][C:7]1[CH:8]=[CH:9][C:10]([O:13][CH2:14][C:15](=[O:17])[NH:32][CH2:31][C:21]2[C:30]3[C:25](=[CH:26][CH:27]=[CH:28][CH:29]=3)[CH:24]=[CH:23][CH:22]=2)=[CH:11][CH:12]=1)[C:4]([OH:3])=[O:20]. Reported procedure: The title compound was prepared from (2S)-3-(4-carboxymethoxy-phenyl)-2-methoxy-propionic acid ethyl ester (PREPARATION 3, step 2) and C-naphthalen-1-yl-methylamine via the same procedure used for the preparation of (2S,1R)-2-ethoxy-3-(4-{1-[2-(4-phenoxy-phenyl)-ethylcarbamoyl]-ethoxy}-phenyl)-propionic acid (Example 1, step 3) to produce a colorless oil. MS (ES) for C23H23NO5 [M+H]+: 394. Reactants: ClC=1C(N(S(C1C1=CC=CC=C1)(=O)=O)C)=O (4-Chloro-2-methyl-5-phenylisothiazol-3(2H)-one 1,1-dioxide), O1CCN(CC1)C1=CC=C(N)C=C1 (4-morpholinoaniline). Run in CC#N (MeCN). Run at time 15 minute. Product: CN1S(C(=C(C1=O)NC1=CC=C(C=C1)N1CCOCC1)C1=CC=CC=C1)(=O)=O (2-Methyl-4-[(4-morpholin-4-ylphenyl)amino]-5-phenylisothiazol-3(2H)-one 1,1-dioxide). Yield: 42.6%. As a reaction SMILES: Cl[C:2]1[C:3](=[O:16])[N:4]([CH3:15])[S:5](=[O:14])(=[O:13])[C:6]=1[C:7]1[CH:12]=[CH:11][CH:10]=[CH:9][CH:8]=1.[O:17]1[CH2:22][CH2:21][N:20]([C:23]2[CH:29]=[CH:28][C:26]([NH2:27])=[CH:25][CH:24]=2)[CH2:19][CH2:18]1>CC#N>[CH3:15][N:4]1[C:3](=[O:16])[C:2]([NH:27][C:26]2[CH:25]=[CH:24][C:23]([N:20]3[CH2:21][CH2:22][O:17][CH2:18][CH2:19]3)=[CH:29][CH:28]=2)=[C:6]([C:7]2[CH:12]=[CH:11][CH:10]=[CH:9][CH:8]=2)[S:5]1(=[O:14])=[O:13]. Reported procedure: 4-Chloro-2-methyl-5-phenylisothiazol-3(2H)-one 1,1-dioxide (70 mg, 0.27 mmol) and 4-morpholinoaniline (97 mg, 0.54 mmol) in MeCN (2 ml) was heated in a microwave reactor at 140° C. for 15 mins, then at 140° C. for 15 mins. The mixture was purified by preparative HPLC (Kromasil-column C8, 0.1M NH4OAc/MeCN, gradient) to give the title compound (46 mg, 42%); 1H NMR (400 MHz, CDCl3): δ 7.10-7.23 (m, 6H), 6.58-6.63 (m, 2H), 6.49-6.55 (m, 2H), 3.77-3.83 (m, 4H), 3.27 (s, 3H), 2.96-3.01 (m, 4H); Mass S... The reactants are BrC1=CC=CC2=C1C(N1[C@H](C=3N2C=NC3C3=NOC(=N3)CCl)CCC1)=O ((S)-8-bromo-1-(5-chloromethyl-1,2,4-oxadiazol-3-yl)-11,12,13,13a-tetrahydro-9H-imidazo[1,5-a]pyrrolo[2,1-c][1,4]benzodiazepine-9-one), C(CC)NCCC (dipropylamine). The solvent is CN(C=O)C (N,N-dimethylformamide). Product: BrC1=CC=CC2=C1C(N1[C@H](C=3N2C=NC3C3=NOC(=N3)CN(CCC)CCC)CCC1)=O ((S)-8-bromo-1-(5-dipropylaminomethyl-1,2,4-oxadiazol-3-yl)-11,12,13,13a-tetrahydro-9H-imidazo[1,5-a]pyrrolo[2,1-c][1,4]benzodiazepin-9-one). The yield is 94.1%. As a reaction SMILES: [Br:1][C:2]1[C:7]2[C:8](=[O:26])[N:9]3[CH2:25][CH2:24][CH2:23][C@H:10]3[C:11]3[N:12]([CH:13]=[N:14][C:15]=3[C:16]3[N:20]=[C:19]([CH2:21]Cl)[O:18][N:17]=3)[C:6]=2[CH:5]=[CH:4][CH:3]=1.[CH2:27]([NH:30][CH2:31][CH2:32][CH3:33])[CH2:28][CH3:29]>CN(C)C=O>[Br:1][C:2]1[C:7]2[C:8](=[O:26])[N:9]3[CH2:25][CH2:24][CH2:23][C@H:10]3[C:11]3[N:12]([CH:13]=[N:14][C:15]=3[C:16]3[N:20]=[C:19]([CH2:21][N:30]([CH2:31][CH2:32][CH3:33])[CH2:27][CH2:28][CH3:29])[O:18][N:17]=3)[C:6]=2[CH:5]=[CH:4][CH:3]=1. Procedure: 1.3 g (3 mmol) of (S)-8-bromo-1-(5-chloromethyl-1,2,4-oxadiazol-3-yl)-11,12,13,13a-tetrahydro-9H-imidazo[1,5-a]pyrrolo[2,1-c][1,4]benzodiazepine-9-one were stirred at room temperature for 5 hours with 1.02 g (10 mmol) of dipropylamine and 15 ml of N,N-dimethylformamide. By evaporation of the solvent and chromatography of the residue on silica gel while eluting with methylene chloride/methanol 19/1 there were obtained 1.41 g (94%) of (S)-8-bromo-1-(5-dipropylaminomethyl-1,2,4-oxadiazol-3-yl)-11,1... Reactants: C(C1=CC=CC=C1)OC1=C2CCCC(C2=CC=C1)C(=O)N(CC=1C=NNC1)C=1C=NC(=CC1)OC (5-benzyloxy-N-(6-methoxypyridin-3-yl)-N-[(pyrazol-4-yl)methyl]-1,2,3,4-tetrahydronaphthalene-1-carboxamide), Cl.ClCC1=NC=CC(=C1)C (2-chloromethyl-4-methylpyridine hydrochloride). The product is C(C1=CC=CC=C1)OC1=C2CCCC(C2=CC=C1)C(=O)N(CC=1C=NN(C1)CC1=NC=CC(=C1)C)C=1C=NC(=CC1)OC (5-benzyloxy-N-(6-methoxypyridin-3-yl)-N-({1-[(4-methylpyridin-2-yl)methyl]pyrazol-4-yl}methyl)-1,2,3,4-tetrahydronaphthalene-1-carboxamide). Isolated yield 78.2%. Reaction SMILES: [CH2:1]([O:8][C:9]1[CH:18]=[CH:17][CH:16]=[C:15]2[C:10]=1[CH2:11][CH2:12][CH2:13][CH:14]2[C:19]([N:21]([C:28]1[CH:29]=[N:30][C:31]([O:34][CH3:35])=[CH:32][CH:33]=1)[CH2:22][C:23]1[CH:24]=[N:25][NH:26][CH:27]=1)=[O:20])[C:2]1[CH:7]=[CH:6][CH:5]=[CH:4][CH:3]=1.Cl.Cl[CH2:38][C:39]1[CH:44]=[C:43]([CH3:45])[CH:42]=[CH:41][N:40]=1>>[CH2:1]([O:8][C:9]1[CH:18]=[CH:17][CH:16]=[C:15]2[C:10]=1[CH2:11][CH2:12][CH2:13][CH:14]2[C:19]([N:21]([C:28]1[CH:29]=[N:30][C:31]([O:34][CH3:35])=[CH:32][CH:33]=1)[CH2:22][C:23]1[CH:24]=[N:25][N:26]([CH2:38][C:39]2[CH:44]=[C:43]([CH3:45])[CH:42]=[CH:41][N:40]=2)[CH:27]=1)=[O:20])[C:2]1[CH:7]=[CH:6][CH:5]=[CH:4][CH:3]=1 |f:1.2|. Procedure: By the reaction and treatment in the same manner as in Example 271 using 5-benzyloxy-N-(6-methoxypyridin-3-yl)-N-[(pyrazol-4-yl)methyl]-1,2,3,4-tetrahydronaphthalene-1-carboxamide (0.94 g) and 2-chloromethyl-4-methylpyridine hydrochloride (0.71 g) as starting materials, 5-benzyloxy-N-(6-methoxypyridin-3-yl)-N-({1-[(4-methylpyridin-2-yl)methyl]pyrazol-4-yl}methyl)-1,2,3,4-tetrahydronaphthalene-1-carboxamide (0.90 g) was obtained. Starting materials: [Na] (Sodium), C(O)([O-])=O.[Na+] (sodium hydrogen carbonate), Cl.CC=1C(N(C=CC1C(=O)OC)C1CCNCC1)=O (methyl 3-methyl-2-oxo-1-(piperidin-4-yl)-1,2-dihydropyridine-4-carboxylate hydrochoride), C1(CC1)C1=CC(=C(C(=C1C1=CC=C(C=C1)F)F)OC(C)C)C=O (6-cyclopropyl-2,4′-difluoro-3-isopropoxybiphenyl-4-carbaldehyde). Run in C(C)(=O)O (acetic acid), O (water), C1CCOC1 (THF), C(C)N(CC)CC (Triethylamine). Run at time 30 minute. The product is Cl.C1(CC1)C1=CC(=C(C(=C1C1=CC=C(C=C1)F)F)OC(C)C)CN1CCC(CC1)N1C(C(=C(C=C1)C(=O)OC)C)=O (Methyl 1-(1-((6-cyclopropyl-2,4′-difluoro-3-isopropoxybiphenyl-4-yl)methyl)piperidin-4-yl)-3-methyl-2-oxo-1,2-dihydropyridine-4-carboxylate hydrochloride). Isolated yield 89.7%. As a reaction SMILES: [ClH:1].[CH3:2][C:3]1[C:4](=[O:19])[N:5]([CH:13]2[CH2:18][CH2:17][NH:16][CH2:15][CH2:14]2)[CH:6]=[CH:7][C:8]=1[C:9]([O:11][CH3:12])=[O:10].[CH:20]1([C:23]2[C:28]([C:29]3[CH:34]=[CH:33][C:32]([F:35])=[CH:31][CH:30]=3)=[C:27]([F:36])[C:26]([O:37][CH:38]([CH3:40])[CH3:39])=[C:25]([CH:41]=O)[CH:24]=2)[CH2:22][CH2:21]1.[Na].C(=O)([O-])O.[Na+]>C1COCC1.O.C(O)(=O)C.C(N(CC)CC)C>[ClH:1].[CH:20]1([C:23]2[C:28]([C:29]3[CH:34]=[CH:33][C:32]([F:35])=[CH:31][CH:30]=3)=[C:27]([F:36])[C:26]([O:37][CH:38]([CH3:39])[CH3:40])=[C:25]([CH2:41][N:16]3[CH2:15][CH2:14][CH:13]([N:5]4[CH:6]=[CH:7][C:8]([C:9]([O:11][CH3:12])=[O:10])=[C:3]([CH3:2])[C:4]4=[O:19])[CH2:18][CH2:17]3)[CH:24]=2)[CH2:22][CH2:21]1 |f:0.1,4.5,10.11,^1:42|. Reported procedure: Triethylamine (35.3 g) was added to a suspension of methyl 3-methyl-2-oxo-1-(piperidin-4-yl)-1,2-dihydropyridine-4-carboxylate hydrochoride (100 g) in THF (2.00 L) at room temperature. After being stirred at the same temperature for 30 minutes, 6-cyclopropyl-2,4′-difluoro-3-isopropoxybiphenyl-4-carbaldehyde (121 g) was added to the reaction mixture. The mixture was stirred at room temperature for 30 minutes. Sodium triacetoxyhydroborate (111 g) and acetic acid (20.9 g) were added to the reaction... Reactants: CC(=O)Oc1c(C(C)(C)C)cc(O)c(C)c1C(C)(C)C, CCCBr, CN(C)C=O, [Cl-], [H-], [NH4+], [Na+]. The product is CCCOc1cc(C(C)(C)C)c(OC(C)=O)c(C(C)(C)C)c1C. RXN SMILES: [C:3]([CH3:4])(=[O:5])[O:6][c:7]1[c:8]([C:19]([CH3:20])([CH3:21])[CH3:22])[c:9]([CH3:18])[c:10]([OH:17])[cH:11][c:12]1[C:13]([CH3:14])([CH3:15])[CH3:16].[CH2:23]([CH2:24][CH3:25])[Br:26].[CH3:29][N:30]([CH3:31])[CH:32]=[O:33].[Cl-:27].[H-:1].[NH4+:28].[Na+:2]>>[C:3]([CH3:4])(=[O:5])[O:6][c:7]1[c:8]([C:19]([CH3:20])([CH3:21])[CH3:22])[c:9]([CH3:18])[c:10]([O:17][CH2:23][CH2:24][CH3:25])[cH:11][c:12]1[C:13]([CH3:14])([CH3:15])[CH3:16]. The reactants are NC=1NC(C2=C(N1)N(C(S2)=O)[C@H]2[C@H](OC(C1=CC=CC=C1)=O)[C@H](OC(C1=CC=CC=C1)=O)[C@H](O2)COC(C2=CC=CC=C2)=O)=O (5-amino-3-(2,3,5-tri-O-benzoyl-β-D-ribofuranosyl)thiazolo[4,5-d]pyrimidine-2,7(6H)-dione), N(=O)OC(C)(C)C (t-butyl nitrite). Run in O1CCCC1 (tetrahydrofuran). Procedure: Treatment of 6 with sodium methoxide in methanol gave the deprotected guanosine analog, 5-amino-3-β-D-ribofuranosylthiazolo[4,5-d]pyrimidine-2,7(6H)-dione (7). When 7 was deaminated with excess nitrous acid the xanthosine analog, 3-β-D-ribofuranosylthiazolo[4,5-d]pyrimidine-2,5,7(4H,6H)-trione (8) was produced. Replacement of the 5-amino group of compound 6 by a hydrogen atom was accomplished by treatment of 6 with t-butyl nitrite in tetrahydrofuran to yield 3-(2,3,5-tri-O-benzoyl-β-D-ribofurano... RXN SMILES: N[C:2]1[NH:3][C:4](=[O:45])[C:5]2[S:10][C:9](=[O:11])[N:8]([C@@H:12]3[O:34][C@H:33]([CH2:35][O:36][C:37](=[O:44])[C:38]4[CH:43]=[CH:42][CH:41]=[CH:40][CH:39]=4)[C@@H:23]([O:24][C:25](=[O:32])[C:26]4[CH:31]=[CH:30][CH:29]=[CH:28][CH:27]=4)[C@H:13]3[O:14][C:15](=[O:22])[C:16]3[CH:21]=[CH:20][CH:19]=[CH:18][CH:17]=3)[C:6]=2[N:7]=1.N(OC(C)(C)C)=O>O1CCCC1>[C:15]([O:14][C@@H:13]1[C@H:23]([O:24][C:25](=[O:32])[C:26]2[CH:31]=[CH:30][CH:29]=[CH:28][CH:27]=2)[C@@H:33]([CH2:35][O:36][C:37](=[O:44])[C:38]2[CH:43]=[CH:42][CH:41]=[CH:40][CH:39]=2)[O:34][C@H:12]1[N:8]1[C:6]2[N:7]=[CH:2][NH:3][C:4](=[O:45])[C:5]=2[S:10][C:9]1=[O:11])(=[O:22])[C:16]1[CH:21]=[CH:20][CH:19]=[CH:18][CH:17]=1. The product is C(C1=CC=CC=C1)(=O)O[C@H]1[C@@H](O[C@@H]([C@H]1OC(C1=CC=CC=C1)=O)COC(C1=CC=CC=C1)=O)N1C(SC2=C1N=CNC2=O)=O (3-(2,3,5-tri-O-benzoyl-β-D-ribofuranosyl)thiazolo[4,5-d]pyrimidine-2,7(6H)-dione).